From a dataset of the Open Reaction Database (ORD), a public repository of structured organic reaction records. describe an organic reaction: reactants, conditions, products, and yield Starting materials: COc1cccc(Br)c1, CN(C)CCN(C)C, COCCOC, [Cl-], [Cl-], [Li], [NH2-], [Zn+2]. The product is COc1cccc(N)c1. Reaction SMILES: [Br:1][c:2]1[cH:3][c:4]([O:8][CH3:9])[cH:5][cH:6][cH:7]1.[CH3:12][N:13]([CH3:14])[CH2:15][CH2:16][N:17]([CH3:18])[CH3:19].[CH3:20][O:21][CH2:22][CH2:23][O:24][CH3:25].[Cl-:26].[Cl-:28].[Li:10].[NH2-:11].[Zn+2:27]>>[c:2]1([NH2:13])[cH:3][c:4]([O:8][CH3:9])[cH:5][cH:6][cH:7]1.